Dataset: the Open Reaction Database (ORD), a public repository of structured organic reaction records. Task: describe an organic reaction: reactants, conditions, products, and yield Reactants: CC(C)O, Cc1c(F)ccc([N+](=O)[O-])c1Cl, Cl, [Fe], [H][H], O. Yields the product Cc1c(F)ccc(N)c1Cl. RXN SMILES: [CH:13]([OH:14])([CH3:15])[CH3:16].[Cl:1][c:2]1[c:3]([CH3:12])[c:4]([F:11])[cH:5][cH:6][c:7]1[N+:8]([O-:9])=[O:10].[ClH:19].[Fe:20].[H:17][H:18].[OH2:21]>>[Cl:1][c:2]1[c:3]([CH3:12])[c:4]([F:11])[cH:5][cH:6][c:7]1[NH2:8].